From a dataset of the Open Reaction Database (ORD), a public repository of structured organic reaction records. describe an organic reaction: reactants, conditions, products, and yield Reactants: C(C1=CC=CC=C1)NCC1=CC=CC=C1 (dibenzyl amine), [OH-].[Na+] (sodium hydroxide), C(=S)=S (carbon disulfide). Run in O (water). Conditions: time 1 hour. Product: [Na+].C(C1=CC=CC=C1)N(C([S-])=S)CC1=CC=CC=C1 (N,N-dibenzyldithiocarbamic acid sodium salt). Yield: 74.0%. Reaction SMILES: [OH-].[Na+:2].[CH2:3]([NH:10][CH2:11][C:12]1[CH:17]=[CH:16][CH:15]=[CH:14][CH:13]=1)[C:4]1[CH:9]=[CH:8][CH:7]=[CH:6][CH:5]=1.[C:18](=[S:20])=[S:19]>O>[Na+:2].[CH2:11]([N:10]([CH2:3][C:4]1[CH:9]=[CH:8][CH:7]=[CH:6][CH:5]=1)[C:18](=[S:19])[S-:20])[C:12]1[CH:17]=[CH:16][CH:15]=[CH:14][CH:13]=1 |f:0.1,5.6|. Reported procedure: To a solution of 8.0 g. (0.2 mole) of sodium hydroxide in 32 ml of water was added 39.4 g. (0.2 mole) of dibenzyl amine. The mixture was cooled to 0° and to it was added 25.3 g. (0.334 mole) of carbon disulfide. A solid separated spontaneously. The mixture was stirred at room temperature for 1 hour, and then filtered. The solid was triturated first with 100 ml of ether and then with 100 ml of benzene and dried to give 43.5 g. (74% yield) of N,N-dibenzyldithiocarbamic acid sodium salt, mp 260°. The product is O[C@@H]1[C@H](CCC1)NC1=NC(=NC=C1C(=O)N)S(=O)(=O)C (4-((1S,2S)-2-hydroxycyclopentylamino)-2-(methylsulfonyl)pyrimidine-5-carboxamide). As a reaction SMILES: [OH:1][C@H:2]1[CH2:6][CH2:5][CH2:4][C@@H:3]1[NH:7][C:8]1[C:13]([C:14]([NH2:16])=[O:15])=[CH:12][N:11]=[C:10](SC)[N:9]=1.[S:19]([O-:24])(O[O-])(=O)=[O:20].[K+].[K+].[CH3:27]C(C)=O>O>[OH:1][C@H:2]1[CH2:6][CH2:5][CH2:4][C@@H:3]1[NH:7][C:8]1[C:13]([C:14]([NH2:16])=[O:15])=[CH:12][N:11]=[C:10]([S:19]([CH3:27])(=[O:24])=[O:20])[N:9]=1 |f:1.2.3|. Starting materials: O[C@@H]1[C@H](CCC1)NC1=NC(=NC=C1C(=O)N)SC (4-((1S,2S)-2-hydroxycyclopentylamino)-2-(methylthio)pyrimidine-5-carboxamide), CC(=O)C (acetone), S(=O)(=O)(O[O-])[O-].[K+].[K+] (potassium peroxymonosulfate). Conditions: time 2 hour. Solvent: O (water). The yield is 78.0%. Procedure: To a mixture of 4-((1S,2S)-2-hydroxycyclopentylamino)-2-(methylthio)pyrimidine-5-carboxamide (800 mg, 2.98 mmol) in acetone (10 mL) was added a solution of potassium peroxymonosulfate (4.66 g, 7.45 mmol) in water (10 mL), and the resulting mixture was stirred at room temperature for 2 h. When the starting material was consumed, the reaction mixture was partitioned between ethyl acetate (20 mL) and water (15 mL). The aqueous layer was extracted with ethyl acetate (20 mL×3). The combined organic l... Starting materials: COC=1C=CC2=C(CC(NCC2)=O)C1 (8-methoxy-1,3,4,5-tetrahydro-2H-3-benzazepin-2-one), [N+](=O)(O)[O-] (nitric acid), [N+](=O)(O)[O-] (nitric acid), ice water, C([O-])([O-])=O.[K+].[K+] (potassium carbonate). The product is [N+](=O)([O-])C1=CC2=C(CC(NCC2)=O)C=C1OC (7-Nitro-8-methoxy-1,3,4,5-tetrahydro-2H-3-benzazepin-2-one). RXN SMILES: [CH3:1][O:2][C:3]1[CH:4]=[CH:5][C:6]2[CH2:12][CH2:11][NH:10][C:9](=[O:13])[CH2:8][C:7]=2[CH:14]=1.[N+:15]([O-])([OH:17])=[O:16].C(=O)([O-])[O-].[K+].[K+]>>[N+:15]([C:4]1[C:3]([O:2][CH3:1])=[CH:14][C:7]2[CH2:8][C:9](=[O:13])[NH:10][CH2:11][CH2:12][C:6]=2[CH:5]=1)([O-:17])=[O:16] |f:2.3.4|. Reported procedure: 765 mg (4 mmol) of 8-methoxy-1,3,4,5-tetrahydro-2H-3-benzazepin-2-one were added to a mixture of 15 ml of concentrated nitric acid and 1.5 ml of fuming nitric acid at a temperature between 3° and 5° C., while stirring. After stirring at this temperature for 30 minutes more, the mixture was poured into ice water, and the aqueous mixture was neutralized with potassium carbonate. The precipitate formed thereby was suction-filtered off, washed with water and dried. The yellow crystals were purified ... The reactants are Nc1ccccc1CCO, c1ccc2[nH]ccc2c1. Product: c1ccc2c(c1)CCN2. As a reaction SMILES: [NH2:1][c:2]1[c:3]([CH2:8][CH2:9][OH:10])[cH:4][cH:5][cH:6][cH:7]1.[nH:11]1[c:12]2[c:13]([cH:14][cH:15][cH:16][cH:17]2)[cH:18][cH:19]1>>[NH:1]1[c:2]2[c:3]([cH:4][cH:5][cH:6][cH:7]2)[CH2:8][CH2:9]1.